This data is from the Open Reaction Database (ORD), a public repository of structured organic reaction records. The task is: describe an organic reaction: reactants, conditions, products, and yield Starting materials: C1CCOC1, Clc1ncccc1-n1cccn1, [Li]CCCC, CC(C)(C)OC(=O)N1CCC(=O)CC1, O. Product: CC(C)(C)OC(=O)N1CCC2(CC1)Oc1ncccc1-n1nccc12. Reaction SMILES: [CH2:33]1[O:34][CH2:35][CH2:36][CH2:37]1.[Cl:1][c:2]1[n:3][cH:4][cH:5][cH:6][c:7]1-[n:8]1[n:9][cH:10][cH:11][cH:12]1.[Li:13][CH2:14][CH2:15][CH2:16][CH3:17].[O:18]=[C:19]1[CH2:20][CH2:21][N:22]([C:25](=[O:26])[O:27][C:28]([CH3:29])([CH3:30])[CH3:31])[CH2:23][CH2:24]1.[OH2:32]>>[c:2]12[n:3][cH:4][cH:5][cH:6][c:7]1-[n:8]1[n:9][cH:10][cH:11][c:12]1[C:19]1([O:18]2)[CH2:20][CH2:21][N:22]([C:25](=[O:26])[O:27][C:28]([CH3:29])([CH3:30])[CH3:31])[CH2:23][CH2:24]1. Starting materials: C(C)(C)(C)OC(=O)N1CCC(CC1)OC1=C(C=CC=C1)[N+](=O)[O-] (4-(2-nitro-phenoxy)-piperidine-1-carboxylic acid tert-butyl ester), Cl (HCl), CCOCC (Ether). Solvent: O1CCOCC1 (dioxane). Yields the product Cl.[N+](=O)([O-])C1=C(OC2CCNCC2)C=CC=C1 (4-(2-nitro-phenoxy)-piperidine hydrochloride). Yield: 99.0%. RXN SMILES: C(OC([N:8]1[CH2:13][CH2:12][CH:11]([O:14][C:15]2[CH:20]=[CH:19][CH:18]=[CH:17][C:16]=2[N+:21]([O-:23])=[O:22])[CH2:10][CH2:9]1)=O)(C)(C)C.[ClH:24].CCOCC>O1CCOCC1>[ClH:24].[N+:21]([C:16]1[CH:17]=[CH:18][CH:19]=[CH:20][C:15]=1[O:14][CH:11]1[CH2:12][CH2:13][NH:8][CH2:9][CH2:10]1)([O-:23])=[O:22] |f:4.5|. Reported procedure: 1H NMR (CDCl3): δ 7.8 (m, 1H), 7.6 (m, 1H), 7.0 (m, 2H), 4.7 (m, 1H), 3.6 (m, 4H), 1.9 (m, 4H), 1.5 (s, 9H). A solution of 4-(2-nitro-phenoxy)-piperidine-1-carboxylic acid tert-butyl ester (1.5 g, 0.00465 mole) in dioxane.HCl (10 mL) was stirred at ambient temperature for 1 hour. Ether was then added the resulting precipitate was isolated by filtration and dried to afford 1 g (99%) of 4-(2-nitro-phenoxy)-piperidine hydrochloride. LCMS: 223.1 (M+1)+, 55%, 1H NMR (DMSO-d6): δ 9.0 (bs, 2H), 7.9 (m,...